This data is from the Open Reaction Database (ORD), a public repository of structured organic reaction records. The task is: describe an organic reaction: reactants, conditions, products, and yield The reactants are Cl.ClC=1C=CC2=C(C[C@@H]3CCCN([C@H]3C2)CCC)N1 ((±)-trans-2-chloro-6-propyl -5,5a,6,7,8,9,9a,10-octahydropyrido[2,3-g]quinoline hydrochloride), Br.C(C1=CC=CC=C1)N (benzylamine hydrobromide), [OH-].[Na+] (NaOH). Run in O (water). Run at temperature 240 celsius, time 15 minute. Product: C(C1=CC=CC=C1)NC=1C=CC2=C(C[C@@H]3CCCN([C@H]3C2)CCC)N1 ((±) -trans-2-benzylamino-6-propyl-5,5a,6,7,8,9,9a,10-octahydropyrido [2,3-g]quinoline). Yield: 22.3%. RXN SMILES: Cl.Cl[C:3]1[CH:4]=[CH:5][C:6]2[CH2:15][C@H:14]3[C@@H:9]([CH2:10][CH2:11][CH2:12][N:13]3[CH2:16][CH2:17][CH3:18])[CH2:8][C:7]=2[N:19]=1.Br.[CH2:21]([NH2:28])[C:22]1[CH:27]=[CH:26][CH:25]=[CH:24][CH:23]=1.[OH-].[Na+]>O>[CH2:21]([NH:28][C:3]1[CH:4]=[CH:5][C:6]2[CH2:15][C@H:14]3[C@@H:9]([CH2:10][CH2:11][CH2:12][N:13]3[CH2:16][CH2:17][CH3:18])[CH2:8][C:7]=2[N:19]=1)[C:22]1[CH:27]=[CH:26][CH:25]=[CH:24][CH:23]=1 |f:0.1,2.3,4.5|. Procedure details: A mixture of (±)-trans-2-chloro-6-propyl -5,5a,6,7,8,9,9a,10-octahydropyrido[2,3-g]quinoline hydrochloride (2.27 g, 7.50 mmol) and benzylamine hydrobromide (15.0 g) was heated to 240° C. to form a brown, molten semi-solid. After 15 minutes, the molten semi-solid was poured into water, made basic with dilute NaOH solution, and extracted with methylene chloride. The extract was dried (Na2SO4) and concentrated to give a brown oil. Purification by flash chromatography (6% methanol in methylene chlor... The reactants are C, CCCCCCCCCCOc1cnc(-c2ccc(CCCC(C)OCC)cc2)nc1, CCOC(C)=O, [H][H], [Pd]. Product: CCCCCCCCCCOc1cnc(-c2ccc(CCCC(C)O)cc2)nc1. As a reaction SMILES: [C:34].[CH2:1]([CH2:2][CH2:3][CH2:4][CH2:5][CH2:6][CH2:7][CH2:8][CH2:9][CH3:10])[O:11][c:12]1[cH:13][n:14][c:15](-[c:18]2[cH:19][cH:20][c:21]([CH2:24][CH2:25][CH2:26][CH:27]([CH3:28])[O:29][CH2:30][CH3:31])[cH:22][cH:23]2)[n:16][cH:17]1.[CH3:36][CH2:37][O:38][C:39](=[O:40])[CH3:41].[H:32][H:33].[Pd:35]>>[CH2:1]([CH2:2][CH2:3][CH2:4][CH2:5][CH2:6][CH2:7][CH2:8][CH2:9][CH3:10])[O:11][c:12]1[cH:13][n:14][c:15](-[c:18]2[cH:19][cH:20][c:21]([CH2:24][CH2:25][CH2:26][CH:27]([CH3:28])[OH:29])[cH:22][cH:23]2)[n:16][cH:17]1. Reactants: C1CCOC1, COC(=O)C(C)(CCN1CCN2C(CCS2(=O)=O)C1)c1ccc(Cl)c(Cl)c1, [Li+], [OH-], O, O. Reaction SMILES: [CH2:32]1[O:33][CH2:34][CH2:35][CH2:36]1.[CH3:1][O:2][C:3]([C:4]([CH2:5][CH2:6][N:7]1[CH2:8][CH:9]2[CH2:10][CH2:11][S:12](=[O:16])(=[O:17])[N:13]2[CH2:14][CH2:15]1)([CH3:18])[c:19]1[cH:20][c:21]([Cl:26])[c:22]([Cl:25])[cH:23][cH:24]1)=[O:27].[Li+:29].[OH-:28].[OH2:30].[OH2:31]>>[O:2]=[C:3]([C:4]([CH2:5][CH2:6][N:7]1[CH2:8][CH:9]2[CH2:10][CH2:11][S:12](=[O:16])(=[O:17])[N:13]2[CH2:14][CH2:15]1)([CH3:18])[c:19]1[cH:20][c:21]([Cl:26])[c:22]([Cl:25])[cH:23][cH:24]1)[OH:27]. The product is CC(CCN1CCN2C(CCS2(=O)=O)C1)(C(=O)O)c1ccc(Cl)c(Cl)c1.